From a dataset of the Open Reaction Database (ORD), a public repository of structured organic reaction records. describe an organic reaction: reactants, conditions, products, and yield The reactants are CC1(C#N)CCN(C(=O)OC(C)(C)C)CC1, CO, Cl. Yields the product Cl, CC1(C#N)CCNCC1. RXN SMILES: [C:1]([O:2][C:3](=[O:4])[N:8]1[CH2:9][CH2:10][C:11]([CH3:14])([C:15]#[N:16])[CH2:12][CH2:13]1)([CH3:5])([CH3:6])[CH3:7].[CH3:17][OH:18].[ClH:19]>>[ClH:19].[NH:8]1[CH2:9][CH2:10][C:11]([CH3:14])([C:15]#[N:16])[CH2:12][CH2:13]1. The reactants are OC(CC#N)(C1=CC=CC=C1)C1=CC=CC=C1 (β-hydroxy-β,β-diphenyl-propionitrile), [H-].[Al+3].[Li+].[H-].[H-].[H-] (lithium aluminum hydride), O (water), [OH-].[Na+] (sodium hydroxide), O (water). The solvent is C(C)OCC (diethyl ether). Procedure: 35.5 g of β-hydroxy-β,β-diphenyl-propionitrile are added portionwise to the stirred suspension of 12.9 g of lithium aluminum hydride in 800 ml of diethyl ether while cooling with an ice bath. After stirring for 15 hours at room temperature and 2 hours at the boil, it is cooled again and 12.9 ml of water, 12.9 ml of 15% aqueous sodium hydroxide and 38.7 ml of water are added in this order. The mixture is filtered, the residue washed 3 times with 150 ml of methylene chloride, the filtrate dried, e... As a reaction SMILES: [OH:1][C:2]([C:12]1[CH:17]=[CH:16][CH:15]=[CH:14][CH:13]=1)([C:6]1[CH:11]=[CH:10][CH:9]=[CH:8][CH:7]=1)[CH2:3][C:4]#[N:5].[H-].[Al+3].[Li+].[H-].[H-].[H-].O.[OH-].[Na+]>C(OCC)C>[OH:1][C:2]([C:12]1[CH:17]=[CH:16][CH:15]=[CH:14][CH:13]=1)([C:6]1[CH:11]=[CH:10][CH:9]=[CH:8][CH:7]=1)[CH2:3][CH2:4][NH2:5] |f:1.2.3.4.5.6,8.9|. Run at time 2 hour. The product is OC(CCN)(C1=CC=CC=C1)C1=CC=CC=C1 (3-hydroxy-3,3-diphenyl-propylamine). Starting materials: C(C1=CC=CC=C1)OC(=O)C(C(=O)Cl)C1=CC=CC=C1 (α-(Benzyloxycarbonyl)phenylacetyl chloride), C(CCC)[N+](CCCC)(CCCC)CCCC.NC1(C(N(C1)S(=O)(=O)[O-])=O)OC (3-amino-3-methoxy-2-oxo-1-azetidinesulfonic acid, tetrabutylammonium salt), borax, P(=O)([O-])([O-])[O-].[K+].[K+].[K+] (Potassium phosphate), N1=CC=CC=C1 (pyridine). Solvent: C(Cl)Cl (methylene chloride), C(C)#N (acetonitrile), C(C)#N (acetonitrile), C(C)#N (acetonitrile). Run at temperature -10 celsius, time 15 minute. Product: C(CCC)[N+](CCCC)(CCCC)CCCC.O=C(C(C(OCC1=CC=CC=C1)=O)C1=CC=CC=C1)NC1(C(N(C1)S(=O)(=O)[O-])=O)OC (3-[[1,3-Dioxo-2-phenyl-3-(phenylmethoxy)propyl]amino]-3-methoxy-2-oxo-1-azetidinesulfonic acid, tetrabutylammonium salt). Yield: 69.2%. Reaction SMILES: [CH2:1]([N+:5]([CH2:14][CH2:15][CH2:16][CH3:17])([CH2:10][CH2:11][CH2:12][CH3:13])[CH2:6][CH2:7][CH2:8][CH3:9])[CH2:2][CH2:3][CH3:4].[NH2:18][C:19]1([O:28][CH3:29])[CH2:22][N:21]([S:23]([O-:26])(=[O:25])=[O:24])[C:20]1=[O:27].N1C=CC=CC=1.[CH2:36]([O:43][C:44]([CH:46]([C:50]1[CH:55]=[CH:54][CH:53]=[CH:52][CH:51]=1)[C:47](Cl)=[O:48])=[O:45])[C:37]1[CH:42]=[CH:41][CH:40]=[CH:39][CH:38]=1.P([O-])([O-])([O-])=O.[K+].[K+].[K+]>C(#N)C.C(Cl)Cl>[CH2:14]([N+:5]([CH2:1][CH2:2][CH2:3][CH3:4])([CH2:6][CH2:7][CH2:8][CH3:9])[CH2:10][CH2:11][CH2:12][CH3:13])[CH2:15][CH2:16][CH3:17].[O:48]=[C:47]([NH:18][C:19]1([O:28][CH3:29])[CH2:22][N:21]([S:23]([O-:26])(=[O:24])=[O:25])[C:20]1=[O:27])[CH:46]([C:50]1[CH:55]=[CH:54][CH:53]=[CH:52][CH:51]=1)[C:44](=[O:45])[O:43][CH2:36][C:37]1[CH:42]=[CH:41][CH:40]=[CH:39][CH:38]=1 |f:0.1,4.5.6.7,10.11|. Procedure details: Crude 3-amino-3-methoxy-2-oxo-1-azetidinesulfonic acid, tetrabutylammonium salt (431 mg, see Example 74), containing borax, is dissolved in 30 ml of dry acetonitrile. Dry pyridine (317 μl) is added and the solution stirred well at -10° C. under dry nitrogen. α-(Benzyloxycarbonyl)phenylacetyl chloride (568 mg) in 3 ml of dry acetonitrile is added dropwise. Thin layer chromatography indicates the reaction to be complete after 15 minutes. Potassium phosphate buffer (0.5M, pH 5.5, 17 ml) is added an...